From a dataset of the Open Reaction Database (ORD), a public repository of structured organic reaction records. describe an organic reaction: reactants, conditions, products, and yield The product is C(=O)(O)C12CC3(CC(CC(C1)C3)(C2)OC(C=C)=O)O (1-carboxy-3-hydroxy-5-acryloyloxyadamantane). Yield: 84.0%. Reported procedure: The reaction was conducted in the same manner as the step of Example 36 (2) except that 1-carboxy-3,5-dihydroxyadamantane was used instead of the 1,3-dicarboxy-5-adamantanol, and, as a result, a 1-carboxy-3-hydroxy-5-acryloyloxyadamantane (yield: 84%, white solid) was obtained. RXN SMILES: [C:1](OCC12CC3CC(CC(O)(C3)C1)C2)(=[O:4])[CH:2]=[CH2:3].[C:18]([C:21]12[CH2:30][C:25]3([OH:31])[CH2:26][CH:27]([CH2:29][C:23]([OH:32])([CH2:24]3)[CH2:22]1)[CH2:28]2)([OH:20])=[O:19]>>[C:18]([C:21]12[CH2:30][C:25]3([O:31][C:1](=[O:4])[CH:2]=[CH2:3])[CH2:26][CH:27]([CH2:29][C:23]([OH:32])([CH2:24]3)[CH2:22]1)[CH2:28]2)([OH:20])=[O:19]. Reactants: C(C=C)(=O)OCC12CC3(CC(CC(C1)C3)C2)O (1-acryloyloxymethyl-3-adamantanol), C(=O)(O)C12CC3(CC(CC(C1)C3)(C2)O)O (1-carboxy-3,5-dihydroxyadamantane). Starting materials: O=c1cc(C(F)(F)F)cc(-c2ccc(Cl)cc2)[nH]1, O=P(Cl)(Cl)Cl. The product is FC(F)(F)c1cc(Cl)nc(-c2ccc(Cl)cc2)c1. RXN SMILES: [Cl:1][c:2]1[cH:3][cH:4][c:5](-[c:8]2[cH:9][c:10]([C:15]([F:16])([F:17])[F:18])[cH:11][c:12](=[O:14])[nH:13]2)[cH:6][cH:7]1.[P:19]([Cl:20])([Cl:21])([Cl:22])=[O:23]>>[Cl:1][c:2]1[cH:3][cH:4][c:5](-[c:8]2[cH:9][c:10]([C:15]([F:16])([F:17])[F:18])[cH:11][c:12]([Cl:21])[n:13]2)[cH:6][cH:7]1. Starting materials: CCS, CCCc1ccc2nc(Cl)c(S(N)(=O)=O)n2n1, Cl, [H-], [Na+], CN(C)C=O, O. The product is CCCc1ccc2nc(SCC)c(S(N)(=O)=O)n2n1. Reaction SMILES: [CH2:3]([CH3:4])[SH:5].[Cl:6][c:7]1[n:8][c:9]2[n:10]([n:11][c:12]([CH2:15][CH2:16][CH3:17])[cH:13][cH:14]2)[c:18]1[S:19](=[O:20])(=[O:21])[NH2:22].[ClH:23].[H-:1].[Na+:2].[O:24]=[CH:25][N:26]([CH3:27])[CH3:28].[OH2:29]>>[CH2:3]([CH3:4])[S:5][c:7]1[n:8][c:9]2[n:10]([n:11][c:12]([CH2:15][CH2:16][CH3:17])[cH:13][cH:14]2)[c:18]1[S:19](=[O:20])(=[O:21])[NH2:22]. Procedure: 3 g of methyl (+)-(S)-α-amino-α-(2-chlorophenyl)acetate (-)-(2,4-dinitrobenzoyl)phenylglycinate are introduced into 20 ml of a 1 M solution of sodium carbonate and the mixture is extracted twice with 10 ml of ethyl acetate. Product: Cl.N[C@H](C(=O)OC)C1=C(C=CC=C1)Cl (Methyl (+)-(S)-α-amino-α-(2-chlorophenyl)acetate hydrochloride). The reactants are [N+](=O)([O-])C1=C(C(=O)N(CC(=O)O)C2=CC=CC=C2)C=CC(=C1)[N+](=O)[O-].N[C@H](C(=O)OC)C1=C(C=CC=C1)Cl (methyl (+)-(S)-α-amino-α-(2-chlorophenyl)acetate (-)-(2,4-dinitrobenzoyl)phenylglycinate), solution, C([O-])([O-])=O.[Na+].[Na+] (sodium carbonate). RXN SMILES: [N+](C1C=C([N+]([O-])=O)C=CC=1C(N(C1C=CC=CC=1)CC(O)=O)=O)([O-])=O.[NH2:26][C@@H:27]([C:32]1[CH:37]=[CH:36][CH:35]=[CH:34][C:33]=1[Cl:38])[C:28]([O:30][CH3:31])=[O:29].C(=O)([O-])[O-].[Na+].[Na+]>>[ClH:38].[NH2:26][C@@H:27]([C:32]1[CH:37]=[CH:36][CH:35]=[CH:34][C:33]=1[Cl:38])[C:28]([O:30][CH3:31])=[O:29] |f:0.1,2.3.4,5.6|. Starting materials: COC(CCNC(C1=CC=C(C=C1)C(CCCC(F)(F)F)OC1=CC=C(C=C1)B1OC(C(O1)(C)C)(C)C)=O)=O (3-(4-{5,5,5-trifluoro-1-[4-(4,4,5,5-tetramethyl-[1,3,2]dioxaborolan-2-yl)-phenoxy]-pentyl}-benzoylamino)-propionic acid methyl ester), BrC1=C(C(=C(C(=C1C)C)C)C)C (1-bromo-2,3,4,5,6-pentamethyl-benzene). Yields the product CC1=C(OC(CCCC(F)(F)F)C2=CC=C(C(=O)NCCC(=O)O)C=C2)C(=C(C(=C1C)C)C)C (Racemic 3-{4-[1-(2,3,4,5,6-pentamethyl-phenoxy)-5,5,5-trifluoro-pentyl]-benzoylamino}-propionic acid). Reaction SMILES: C[O:2][C:3](=[O:39])[CH2:4][CH2:5][NH:6][C:7](=[O:38])[C:8]1[CH:13]=[CH:12][C:11]([CH:14]([O:22][C:23]2[CH:28]=[CH:27]C(B3OC(C)(C)C(C)(C)O3)=[CH:25][CH:24]=2)[CH2:15][CH2:16][CH2:17][C:18]([F:21])([F:20])[F:19])=[CH:10][CH:9]=1.Br[C:41]1[C:46](C)=C(C)[C:44](C)=[C:43](C)[C:42]=1[CH3:51]>>[CH3:27][C:28]1[C:43]([CH3:44])=[C:42]([CH3:51])[C:41]([CH3:46])=[C:24]([CH3:25])[C:23]=1[O:22][CH:14]([C:11]1[CH:10]=[CH:9][C:8]([C:7]([NH:6][CH2:5][CH2:4][C:3]([OH:2])=[O:39])=[O:38])=[CH:13][CH:12]=1)[CH2:15][CH2:16][CH2:17][C:18]([F:19])([F:21])[F:20]. Procedure: The title compound is prepared in a manner substantially similar to Example 359 starting from 3-(4-{5,5,5-trifluoro-1-[4-(4,4,5,5-tetramethyl-[1,3,2]dioxaborolan-2-yl)-phenoxy]-pentyl}-benzoylamino)-propionic acid methyl ester and 1-bromo-2,3,4,5,6-pentamethyl-benzene. MS: 554.2 [M−H]−. The reactants are CCN(CC)CCOc1ccc(O)c(C(=O)Nc2cc(-c3ccccc3)ccc2C(=O)OC)c1, CS(=O)(=O)O, [Na+], C1COCCO1, [OH-]. Yields the product CCN(CC)CCOc1ccc(O)c(C(=O)Nc2cc(-c3ccccc3)ccc2C(=O)O)c1. As a reaction SMILES: [CH2:3]([CH3:4])[N:5]([CH2:6][CH2:7][O:8][c:9]1[cH:10][cH:11][c:12]([OH:34])[c:13]([C:14](=[O:15])[NH:16][c:17]2[c:18]([C:19](=[O:20])[O:21][CH3:22])[cH:23][cH:24][c:25](-[c:27]3[cH:28][cH:29][cH:30][cH:31][cH:32]3)[cH:26]2)[cH:33]1)[CH2:35][CH3:36].[CH3:37][S:38](=[O:39])(=[O:40])[OH:41].[Na+:2].[O:42]1[CH2:43][CH2:44][O:45][CH2:46][CH2:47]1.[OH-:1]>>[CH2:3]([CH3:4])[N:5]([CH2:6][CH2:7][O:8][c:9]1[cH:10][cH:11][c:12]([OH:34])[c:13]([C:14](=[O:15])[NH:16][c:17]2[c:18]([C:19](=[O:20])[OH:21])[cH:23][cH:24][c:25](-[c:27]3[cH:28][cH:29][cH:30][cH:31][cH:32]3)[cH:26]2)[cH:33]1)[CH2:35][CH3:36]. Reactants: FC1=C(C=C(CC=2C(=C(C(=C(C(=O)OC)C2)C=O)C)C)C=C1)OC (methyl 5-(4-fluoro-3-methoxybenzyl)-2-formyl-3,4-dimethylbenzoate), N[C@H]1COCC[C@@H]1O ((3S,4S)-3-aminotetrahydro-2H-pyran-4-ol), S(=O)(=O)([O-])[O-].[Mg+2] (magnesium sulfate). The solvent is C1CCOC1 (THF). Conditions: time 5 hour. The product is FC1=C(C=C(CC2=C(C(=C3CN(C(C3=C2)=O)[C@H]2COCC[C@@H]2O)C)C)C=C1)OC (1,5-anhydro-2,4-dideoxy-2-(6-(4-fluoro-3-methoxybenzyl)-4,5-dimethyl-1-oxo-1,3-dihydro-2H-isoindol-2-yl)-L-threo-pentitol). Yield: 31.8%. Reaction SMILES: [F:1][C:2]1[CH:22]=[CH:21][C:5]([CH2:6][C:7]2[C:8]([CH3:20])=[C:9]([CH3:19])[C:10]([CH:17]=O)=[C:11]([CH:16]=2)[C:12](OC)=[O:13])=[CH:4][C:3]=1[O:23][CH3:24].[NH2:25][C@@H:26]1[C@@H:31]([OH:32])[CH2:30][CH2:29][O:28][CH2:27]1.S([O-])([O-])(=O)=O.[Mg+2]>C1COCC1>[F:1][C:2]1[CH:22]=[CH:21][C:5]([CH2:6][C:7]2[CH:16]=[C:11]3[C:10]([CH2:17][N:25]([C@@H:26]4[C@@H:31]([OH:32])[CH2:30][CH2:29][O:28][CH2:27]4)[C:12]3=[O:13])=[C:9]([CH3:19])[C:8]=2[CH3:20])=[CH:4][C:3]=1[O:23][CH3:24] |f:2.3|. Procedure: To a solution of methyl 5-(4-fluoro-3-methoxybenzyl)-2-formyl-3,4-dimethylbenzoate (0.35 g) in THF (4.00 mL) were added (3S,4S)-3-aminotetrahydro-2H-pyran-4-ol (0.12 g) and anhydrous magnesium sulfate (0.26 g), and the mixture was stirred at room temperature for 5 hr under nitrogen atmosphere. The insoluble substance was removed by filtration, the filtrate was concentrated, and the residue was diluted with methanol (2.00 mL)-THF (4.00 mL). Sodium triacetoxyborohydride (0.45 g) was added thereto,...